From a dataset of the Open Reaction Database (ORD), a public repository of structured organic reaction records. describe an organic reaction: reactants, conditions, products, and yield Reactants: CC(C(C)NC(CC(C)=O)=O)C (N-(3-methylbutan-2-yl)-3-oxobutanamide), COC(N(C)C)OC (1,1-dimethoxy-N,N-dimethylmethanamine). Solvent: CN(C=O)C (N,N-dimethylformamide). Reaction conditions: time 8 hour. The product is CN(C)C=C(C(=O)NC(C)C(C)C)C(C)=O (2-((dimethylamino)methylene)-N-(3-methylbutan-2-yl)-3-oxobutanamide). The yield is 95.3%. Reaction SMILES: [CH3:1][CH:2]([CH3:12])[CH:3]([NH:5][C:6](=[O:11])[CH2:7][C:8](=[O:10])[CH3:9])[CH3:4].CO[CH:15](OC)[N:16]([CH3:18])[CH3:17]>CN(C)C=O>[CH3:15][N:16]([CH:18]=[C:7]([C:8](=[O:10])[CH3:9])[C:6]([NH:5][CH:3]([CH:2]([CH3:12])[CH3:1])[CH3:4])=[O:11])[CH3:17]. Procedure details: To a solution of N-(3-methylbutan-2-yl)-3-oxobutanamide obtained in Step A (500 mg) in N,N-dimethylformamide (6.0 mL) was added dropwise 1,1-dimethoxy-N,N-dimethylmethanamine (696 mg) over 5 min at room temperature, and the reaction mixture was stirred overnight at room temperature. The solvent was evaporated under reduced pressure, and the residue was purified by silica gel column chromatography (methanol/ethyl acetate) to give the title compound (630 mg).